Dataset: the Open Reaction Database (ORD), a public repository of structured organic reaction records. Task: describe an organic reaction: reactants, conditions, products, and yield Starting materials: COc1ccc(C=O)c(Br)c1O, CS(C)=O, [F-], O=[N+]([O-])c1ccc(F)cc1, [K+], O. The product is COc1ccc(C=O)c(Br)c1Oc1ccc([N+](=O)[O-])cc1. Reaction SMILES: [Br:3][c:4]1[c:5]([CH:6]=[O:7])[cH:8][cH:9][c:10]([O:13][CH3:14])[c:11]1[OH:12].[CH3:26][S:27]([CH3:28])=[O:29].[F-:1].[F:15][c:16]1[cH:17][cH:18][c:19]([N+:22](=[O:23])[O-:24])[cH:20][cH:21]1.[K+:2].[OH2:25]>>[Br:3][c:4]1[c:5]([CH:6]=[O:7])[cH:8][cH:9][c:10]([O:13][CH3:14])[c:11]1[O:12][c:16]1[cH:17][cH:18][c:19]([N+:22](=[O:23])[O-:24])[cH:20][cH:21]1. The reactants are C(#N)CCN(C1=CC(=CC=C1)C)CC (N-cyanoethyl-N-ethyl-m-toluidine), C(C)(=O)O (acetic acid), NC=1SC(=CC1C#N)C=O (2-amino-3-cyano-5-formylthiophene). Product: 13, C(#N)CC(=O)OCC (ethyl cyanoacetate), N1CCCCC1 (piperidine). RXN SMILES: NC1S[C:4]([CH:9]=[O:10])=[CH:5][C:6]=1[C:7]#[N:8].C(CC[N:15](CC)[C:16]1[CH:21]=[CH:20]C=C(C)C=1)#N.C(O)(=[O:27])C>>[C:16]([CH2:21][C:20]([O:10][CH2:9][CH3:4])=[O:27])#[N:15].[NH:8]1[CH2:9][CH2:4][CH2:5][CH2:6][CH2:7]1. Procedure details: Using a method similar to that described in Example 1(a), 7.6 parts of 2-amino-3-cyano-5-formylthiophene were reacted with 9.7 parts of N-cyanoethyl-N-ethyl-m-toluidine to give 13 parts of the dye of the formula ##STR19## 3.8 parts of ethyl cyanoacetate, 1.5 parts of glacial acetic acid and 1.5 parts of piperidine were added to 6.0 parts of this dye in 45 parts by volume of dioxane, and the mixture was stirred for 16 hours at room temperature. Thereafter, the dye was precipitated by adding 50 pa... Reactants: precipitate, Br (hydrobromic acid), C1=CC=CC2=NC3=CC=CC=C3C(=C12)C(=O)OC1=CC=CC=C1 (phenyl acridine-9-carboxylate), ICCC(=O)OC(C)(C)C (t-butyl 3-iodopropionate), C1=CC=CC=C1 (benzene). The solvent is C(C)(=O)O (acetic acid), O (water). Conditions: temperature 130 celsius. The product is [Br-].O(C1=CC=CC=C1)C(=O)C=1C2=CC=CC=C2[N+](=C2C=CC=CC12)CCC(=O)O (9-phenoxycarbonyl-10-carboxyethylacridinium bromide). RXN SMILES: [CH:1]1[C:14]2[C:5](=[N:6][C:7]3[C:12]([C:13]=2[C:15]([O:17][C:18]2[CH:23]=[CH:22][CH:21]=[CH:20][CH:19]=2)=[O:16])=[CH:11][CH:10]=[CH:9][CH:8]=3)[CH:4]=[CH:3][CH:2]=1.I[CH2:25][CH2:26][C:27]([O:29]C(C)(C)C)=[O:28].C1C=CC=CC=1.[BrH:40]>C(O)(=O)C.O>[Br-:40].[O:17]([C:15]([C:13]1[C:12]2[C:7]([N+:6]([CH2:25][CH2:26][C:27]([OH:29])=[O:28])=[C:5]3[C:14]=1[CH:1]=[CH:2][CH:3]=[CH:4]3)=[CH:8][CH:9]=[CH:10][CH:11]=2)=[O:16])[C:18]1[CH:23]=[CH:22][CH:21]=[CH:20][CH:19]=1 |f:6.7|. Procedure details: A mixture of phenyl acridine-9-carboxylate (100 mg) and t-butyl 3-iodopropionate (5 g) is stirred and heated at 130° C. for sixteen hours. The resulting solution is poured into benzene (25 ml) and the resulting precipitate isolated by filtration. Part of this precipitate (10 mg) is stirred with 33% hydrobromic acid in acetic acid (1 ml), and heated at 50° C. for two hours. The reaction mixture is poured into water, and the resulting precipitate (ca. 6 mg) isolated. The reactants are C(=C)C1=CC=C(C=C1)C(C(=O)OCC)C (ethyl 4-vinylphenylpropionate), C(C)(C)(C)C=1C=C(CC2=C(C(=C(C(=C2C)CC2=CC(=C(C(=C2)C(C)(C)C)O)C(C)(C)C)C)CC2=CC(=C(C(=C2)C(C)(C)C)O)C(C)(C)C)C)C=C(C1O)C(C)(C)C (2,4,6-tris(3′,5′-di-t-butyl-4′-hydroxybenzyl)mesitylene), aqueous solution, [OH-].[Na+] (sodium hydroxide). Run in C1CCOC1 (THF). Product: C(=C)C1=CC=C(C=C1)C(C(=O)O)C (4-vinylphenylpropionic acid). The yield is 68.1%. RXN SMILES: [CH:1]([C:3]1[CH:8]=[CH:7][C:6]([CH:9]([CH3:15])[C:10]([O:12]CC)=[O:11])=[CH:5][CH:4]=1)=[CH2:2].C(C1C=C(C=C(C(C)(C)C)C=1O)CC1C(C)=C(CC2C=C(C(C)(C)C)C(O)=C(C(C)(C)C)C=2)C(C)=C(CC2C=C(C(C)(C)C)C(O)=C(C(C)(C)C)C=2)C=1C)(C)(C)C.[OH-].[Na+]>C1COCC1>[CH:1]([C:3]1[CH:8]=[CH:7][C:6]([CH:9]([CH3:15])[C:10]([OH:12])=[O:11])=[CH:5][CH:4]=1)=[CH2:2] |f:2.3|. Procedure details: 20 g (0.1 mol)of ethyl 4-vinylphenylpropionate was fed to a 1-liter three-necked flask, 100 ml of THF was added and well dissolved, and further 0.3 g of 2,4,6-tris(3′,5′-di-t-butyl-4′-hydroxybenzyl)mesitylene was added. 100 ml of a 1.5 N aqueous solution of sodium hydroxide was added dropwise under stirring at room temperature and stirred at 50° C. for 1.5 hours. After THF was distilled off under reduced pressure and the reaction product was extracted with 100 ml of n-hexane twice, 15 ml of 37% ... Product: Cc1c(CCl)ncn1S(=O)(=O)N(C)C. Starting materials: ClCCl, CN(C)C=O, O, Cc1c(CO)ncn1S(=O)(=O)N(C)C, O=S(Cl)Cl. Reaction SMILES: [Cl:25][CH2:26][Cl:27].[O:15]=[CH:16][N:17]([CH3:18])[CH3:19].[OH2:24].[OH:1][CH2:2][c:3]1[n:4][cH:5][n:6]([S:9](=[O:10])(=[O:11])[N:12]([CH3:13])[CH3:14])[c:7]1[CH3:8].[S:20]([Cl:21])([Cl:22])=[O:23]>>[CH2:2]([c:3]1[n:4][cH:5][n:6]([S:9](=[O:10])(=[O:11])[N:12]([CH3:13])[CH3:14])[c:7]1[CH3:8])[Cl:22]. Starting materials: [BH4-], COc1ccc(C(=O)c2ccc(C#N)cc2)cc1, CCO, [Cl-], [NH4+], [Na+]. Product: COc1ccc(C(O)c2ccc(C#N)cc2)cc1. RXN SMILES: [BH4-:19].[CH3:1][O:2][c:3]1[cH:4][cH:5][c:6]([C:7](=[O:8])[c:9]2[cH:10][cH:11][c:12]([C:13]#[N:14])[cH:15][cH:16]2)[cH:17][cH:18]1.[CH3:23][CH2:24][OH:25].[Cl-:21].[NH4+:22].[Na+:20]>>[CH3:1][O:2][c:3]1[cH:4][cH:5][c:6]([CH:7]([OH:8])[c:9]2[cH:10][cH:11][c:12]([C:13]#[N:14])[cH:15][cH:16]2)[cH:17][cH:18]1. Starting materials: C(C)(C)N(C)CC(COC1=C(C=CC=C1)C1=CC=CC=C1)O (1-(N-isopropyl-N-methylamino)-3-(2-phenylphenoxy)propan-2ol), CCl (methyl chloride). The solvent is CC(=O)C (acetone). Conditions: time 8 day. The product is [Cl-].C1(=CC=CC=C1)C1=C(OCC(C[N+](C)(C)C(C)C)O)C=CC=C1 ([3-(2-phenylphenoxy)-2-hydroxypropyl]isopropyldimethylammonium chloride). As a reaction SMILES: [CH:1]([N:4]([CH2:6][CH:7]([OH:22])[CH2:8][O:9][C:10]1[CH:15]=[CH:14][CH:13]=[CH:12][C:11]=1[C:16]1[CH:21]=[CH:20][CH:19]=[CH:18][CH:17]=1)[CH3:5])([CH3:3])[CH3:2].[CH3:23][Cl:24]>CC(C)=O>[Cl-:24].[C:16]1([C:11]2[CH:12]=[CH:13][CH:14]=[CH:15][C:10]=2[O:9][CH2:8][CH:7]([OH:22])[CH2:6][N+:4]([CH:1]([CH3:3])[CH3:2])([CH3:23])[CH3:5])[CH:21]=[CH:20][CH:19]=[CH:18][CH:17]=1 |f:3.4|. Procedure details: To a solution of 10.0 g (0.033 moles) of 1-(N-isopropyl-N-methylamino)-3-(2-phenylphenoxy)propan-2ol and 30 ml of acetone, placed in a pressure container cooled in a Dry Ice-acetone bath is added 30 ml of methyl chloride. The container is sealed and mixture stirred at room temperature for about 8 days, after which time the mixture is again cooled in a Dry Ice-acetone bath. The container is opened slowly to permit reduction of any excess pressure and the solvent and excess methyl chloride is remo... The reactants are FC(F)(F)c1ccc(-c2ccc(OCc3ccccc3)cc2)nc1, C1CCOC1, CCO, [H][H]. Yields the product Oc1ccc(-c2ccc(C(F)(F)F)cn2)cc1. Reaction SMILES: [CH2:1]([c:2]1[cH:3][cH:4][cH:5][cH:6][cH:7]1)[O:8][c:9]1[cH:10][cH:11][c:12](-[c:15]2[n:16][cH:17][c:18]([C:21]([F:22])([F:23])[F:24])[cH:19][cH:20]2)[cH:13][cH:14]1.[CH2:30]1[O:31][CH2:32][CH2:33][CH2:34]1.[CH3:27][CH2:28][OH:29].[H:25][H:26]>>[OH:8][c:9]1[cH:10][cH:11][c:12](-[c:15]2[n:16][cH:17][c:18]([C:21]([F:22])([F:23])[F:24])[cH:19][cH:20]2)[cH:13][cH:14]1. Reactants: COC1=C(C=CC=C1)N1N(C=C(C1=O)C(=O)OCC)C (ethyl 2-(2-methoxyphenyl)-1-methyl-3-oxo-2,3-dihydro-1H-pyrazole-4-carboxylate), O1CCCC1 (tetrahydrofuran), [OH-].[Na+] (sodium hydroxide). The solvent is CO (methanol). Product: COC1=C(C=CC=C1)N1N(C=C(C1=O)C(=O)O)C (2-(2-methoxyphenyl)-1-methyl-3-oxo-2,3-dihydro-1H-pyrazole-4-carboxylic acid). Isolated yield 83.2%. As a reaction SMILES: [CH3:1][O:2][C:3]1[CH:8]=[CH:7][CH:6]=[CH:5][C:4]=1[N:9]1[C:13](=[O:14])[C:12]([C:15]([O:17]CC)=[O:16])=[CH:11][N:10]1[CH3:20].O1CCCC1.[OH-].[Na+]>CO>[CH3:1][O:2][C:3]1[CH:8]=[CH:7][CH:6]=[CH:5][C:4]=1[N:9]1[C:13](=[O:14])[C:12]([C:15]([OH:17])=[O:16])=[CH:11][N:10]1[CH3:20] |f:2.3|. Procedure details: In the same manner as in Reference Example 65 and using ethyl 2-(2-methoxyphenyl)-1-methyl-3-oxo-2,3-dihydro-1H-pyrazole-4-carboxylate (2.5 g, 9.2 mmol), tetrahydrofuran (6 mL), methanol (5 mL) and 4N aqueous sodium hydroxide solution (8 mL) as starting materials, the title compound (1.9 g, 85%) was obtained as a white solid. Reactants: C(CCC)SC(CNC1=C(C=CC=C1)NCC(C)(C)S)(C)C (2-(2-(Butylthio)2-methylpropylamino]-1-(2-mercapto-2-methylpropylamino)benzene). Reagents/catalysts: [Tc](=O)(=O)(=O)[O-].[Na+] (sodium pertechnetate). The product is SC(CNC1=CC=CC=C1)(C)C (1-(2-mercapto-2-methylpropylamino)benzene). Reaction SMILES: C([S:5][C:6]([CH3:22])([CH3:21])[CH2:7][NH:8][C:9]1[CH:14]=[CH:13][CH:12]=[CH:11][C:10]=1NCC(S)(C)C)CCC>[Tc]([O-])(=O)(=O)=O.[Na+]>[SH:5][C:6]([CH3:22])([CH3:21])[CH2:7][NH:8][C:9]1[CH:14]=[CH:13][CH:12]=[CH:11][CH:10]=1 |f:1.2|. Procedure details: 2-(2-(Butylthio)2-methylpropylamino]-1-(2-mercapto-2-methylpropylamino)benzene was reacted with Tc-99m sodium pertechnetate by the method of Example 7 to produce Tc-99m complex of 2-(2-butylthio)2-methylpropylamino)-1-(2-mercapto-2-methylpropylamino)benzene. The complex was purified by filtration through Millex GS and Jelco 5 micron fitlers. HPLC (90% ethanol/H 2 O, 1.5 ml/min, C18 5 micron Radial Pak) Rt 4.4 min (99%). TLC (50% diethyl ether/chloroform) Rf 0.89, radiochemical purity 92%. Electr...